Dataset: the Open Reaction Database (ORD), a public repository of structured organic reaction records. Task: describe an organic reaction: reactants, conditions, products, and yield The reactants are C1=CC=CC=2C(C3=C(CCC21)C=CC=C3)=CC3=C(C=CC=C3)B(O)O (2-(10,11-dihydro-dibenzo[a,d]cyclohepten-5-ylidenemethyl)-phenylboronic acid), ClC1=NC=CC=C1 (2-chloropyridine). Yields the product C1=CC=CC=2C(C3=C(CCC21)C=CC=C3)=CC3=C(C=CC=C3)C3=NC=CC=C3 (2-[2-(10,11-Dihydro-dibenzo[a,d]cyclohepten-5-ylidenemethyl)-phenyl]-pyridine). Reaction SMILES: [CH:1]1[C:11]2[CH2:10][CH2:9][C:8]3[CH:12]=[CH:13][CH:14]=[CH:15][C:7]=3[C:6](=[CH:16][C:17]3[CH:22]=[CH:21][CH:20]=[CH:19][C:18]=3B(O)O)[C:5]=2[CH:4]=[CH:3][CH:2]=1.Cl[C:27]1[CH:32]=[CH:31][CH:30]=[CH:29][N:28]=1>>[CH:1]1[C:11]2[CH2:10][CH2:9][C:8]3[CH:12]=[CH:13][CH:14]=[CH:15][C:7]=3[C:6](=[CH:16][C:17]3[CH:22]=[CH:21][CH:20]=[CH:19][C:18]=3[C:27]3[CH:32]=[CH:31][CH:30]=[CH:29][N:28]=3)[C:5]=2[CH:4]=[CH:3][CH:2]=1. Procedure: Following procedures essentially as described in Example 225 and using 2-(10,11-dihydro-dibenzo[a,d]cyclohepten-5-ylidenemethyl)-phenylboronic acid (100 mg, 0.307 mmol) and 2-chloropyridine (52 mg, 0.460 mmol),provides the title compound. Purify further via silica gel chromatography to obtain 14.7 mg (13%) of material that is 84% pure by HPLC. MS (S) 360 (M+H). Starting materials: CC(C)(C)[Si](Cl)(c1ccccc1)c1ccccc1, OC1CCN(Cc2ccccc2)C1, CN(C)C=O, c1c[nH]cn1. The product is CC(C)(C)[Si](OC1CCN(Cc2ccccc2)C1)(c1ccccc1)c1ccccc1. As a reaction SMILES: [C:19]([CH3:20])([CH3:21])([CH3:22])[Si:23]([c:24]1[cH:25][cH:26][cH:27][cH:28][cH:29]1)([c:30]1[cH:31][cH:32][cH:33][cH:34][cH:35]1)[Cl:36].[CH2:1]([c:2]1[cH:3][cH:4][cH:5][cH:6][cH:7]1)[N:8]1[CH2:9][CH:10]([OH:13])[CH2:11][CH2:12]1.[CH3:37][N:38]([CH3:39])[CH:40]=[O:41].[nH:14]1[cH:15][cH:16][n:17][cH:18]1>>[CH2:1]([c:2]1[cH:3][cH:4][cH:5][cH:6][cH:7]1)[N:8]1[CH2:9][CH:10]([O:13][Si:23]([C:19]([CH3:20])([CH3:21])[CH3:22])([c:24]2[cH:25][cH:26][cH:27][cH:28][cH:29]2)[c:30]2[cH:31][cH:32][cH:33][cH:34][cH:35]2)[CH2:11][CH2:12]1. Reactants: O[C@@H]1[C@@H]([C@@H](CC1)CC(=O)OC)CCCCC (methyl (-)-(1S,2R,3S)-3-hydroxy-2-pentyl-1-cyclopentane acetate). Run in CO (methanol). Product: O=C1[C@@H]([C@@H](CC1)CC(=O)OC)CCCCC (methyl (-)-(1S)-cis-3-oxo-2-pentyl-1-cyclopentaneacetate). Reaction SMILES: [OH:1][C@H:2]1[CH2:6][CH2:5][C@@H:4]([CH2:7][C:8]([O:10][CH3:11])=[O:9])[C@H:3]1[CH2:12][CH2:13][CH2:14][CH2:15][CH3:16]>CO>[O:1]=[C:2]1[CH2:6][CH2:5][C@@H:4]([CH2:7][C:8]([O:10][CH3:11])=[O:9])[C@H:3]1[CH2:12][CH2:13][CH2:14][CH2:15][CH3:16]. Reported procedure: The intermediate methyl (-)-(1S,2R,3S)-3-hydroxy-2-pentyl-1-cyclopentane acetate presented a [α]20D =-16° (c=1.805, methanol) The reactants are CI (Methyl iodide), C(C)OC(=O)C1=C(C2=C(N=CN=C2Cl)S1)O (4-Chloro-5-hydroxy-thieno[2,3-d]pyrimidine-6-carboxylic acid ethyl ester), [H-].[Na+] (sodium hydride). Solvent: O1CCCC1 (tetrahydrofuran), O1CCCC1 (tetrahydrofuran). Conditions: time 1 hour. Product: COC(=O)C1=C(C2=C(N=CN=C2Cl)S1)OC (4-chloro-5-methoxythieno[2,3-d]pyrimidine-6-carboxylic Acid Methyl Ester). Reaction SMILES: [CH2:1]([O:3][C:4]([C:6]1[S:15][C:9]2[N:10]=[CH:11][N:12]=[C:13]([Cl:14])[C:8]=2[C:7]=1[OH:16])=[O:5])C.[H-].[Na+].[CH3:19]I>O1CCCC1>[CH3:1][O:3][C:4]([C:6]1[S:15][C:9]2[N:10]=[CH:11][N:12]=[C:13]([Cl:14])[C:8]=2[C:7]=1[O:16][CH3:19])=[O:5] |f:1.2|. Procedure details: 4-Chloro-5-hydroxy-thieno[2,3-d]pyrimidine-6-carboxylic acid ethyl ester (0.4 g, 1.5 mmol) in tetrahydrofuran (10 mL) was slowly added to a slurry of sodium hydride (60 percent in mineral oil, 0.1 g 2.5 mmol) in tetrahydrofuran (30 mL) and stirred for one hour. Methyl iodide (2 mL) was added and the solution warmed to reflux for two hours. After cooling the reaction was quenched with water (100 mL) and extracted with ethyl acetate (2×100 mL). The combined organic extracts were washed with brine,...